This data is from the Open Reaction Database (ORD), a public repository of structured organic reaction records. The task is: describe an organic reaction: reactants, conditions, products, and yield Starting materials: CC1=C(C=CCCl)C=CC=C1 (2-methyl-cinnamyl chloride), NC=1SC=2CCNCCC2N1 (2-amino-4,5,7,8-tetrahydro-6H-thiazolo[5,4-d]azepine), C(C)(=O)OCC (ethyl acetate). Solvent: C(Cl)(Cl)Cl (chloroform). Yields the product NC=1SC=2CCN(CCC2N1)CC=CC1=C(C=CC=C1)C (2-Amino-6-(3-(2-methyl-phenyl)allyl)-4,5,7,8-tetrahydro-6H-thiazolo[5,4-d]azepine). Yield: 52.0%. As a reaction SMILES: [CH3:1][C:2]1[CH:11]=[CH:10][CH:9]=[CH:8][C:3]=1[CH:4]=[CH:5][CH2:6]Cl.[NH2:12][C:13]1[S:14][C:15]2[CH2:16][CH2:17][NH:18][CH2:19][CH2:20][C:21]=2[N:22]=1.C(OCC)(=O)C>C(Cl)(Cl)Cl>[NH2:12][C:13]1[S:14][C:15]2[CH2:16][CH2:17][N:18]([CH2:6][CH:5]=[CH:4][C:3]3[CH:8]=[CH:9][CH:10]=[CH:11][C:2]=3[CH3:1])[CH2:19][CH2:20][C:21]=2[N:22]=1. Procedure details: Prepared from 2-methyl-cinnamyl chloride and 2 equivalents of 2-amino-4,5,7,8-tetrahydro-6H-thiazolo[5,4-d]azepine in chloroform. Yield: 52% of theory, Melting point: 112°-115° C. (ethyl acetate). Reactants: C[O-].[Na+] (sodium methoxide), NC1=NC=C(C(=N1)C=1OC=CC1)C=1C=CC(NC1)=O (5-[2-amino-4-(2-furyl)-5-pyrimidinyl]-1,2-dihydro-2-pyridinone), IC (iodomethane). Solvent: CO (methanol). Reaction conditions: time 15 minute. The product is NC1=NC=C(C(=N1)C=1OC=CC1)C=1C=CC(N(C1)C)=O (5-[2-Amino-4-(2-furyl)-5-pyrimidinyl]-1-methyl-1,2-dihydro-2-pyridinone). The yield is 85.3%. RXN SMILES: [NH2:1][C:2]1[N:7]=[C:6]([C:8]2[O:9][CH:10]=[CH:11][CH:12]=2)[C:5]([C:13]2[CH:14]=[CH:15][C:16](=[O:19])[NH:17][CH:18]=2)=[CH:4][N:3]=1.[CH3:20][O-].[Na+].IC>CO>[NH2:1][C:2]1[N:7]=[C:6]([C:8]2[O:9][CH:10]=[CH:11][CH:12]=2)[C:5]([C:13]2[CH:14]=[CH:15][C:16](=[O:19])[N:17]([CH3:20])[CH:18]=2)=[CH:4][N:3]=1 |f:1.2|. Procedure: To a suspension of 5-[2-amino-4-(2-furyl)-5-pyrimidinyl]-1,2-dihydro-2-pyridinone (2.2 g, 8.65 mmol) in methanol (44 ml) was added sodium methoxide (940 mg, 17.4 mmol) at room temperature under an atmosphere of nitrogen gas, followed by stirring. After 15 minutes, iodomethane (1.6 ml, 25.7 mmol) was added thereto, followed by stirring as it was for 22 hours. After concentrating the reaction mixture, water was added to the residue. Then, the precipitates were collected by filtration and washed wi... The reactants are [BH-](OC(=O)C)(OC(=O)C)OC(=O)C.[Na+] (NaBH(OAc)3), NC1=C(N=C2N(C1=O)CCCN2CC(CC(C)C)O)C2=CC=NC=C2 (3-amino-9-(2-hydroxy-4-methyl-pentyl)-2-pyridin-4-yl-6,7,8,9-tetrahydro-pyrimido[1,2-a]pyrimidin-4-one), ClC1=C(C=O)C(=CC=C1)Cl (2,6-dichlorobenzaldehyde), [BH-](OC(=O)C)(OC(=O)C)OC(=O)C.[Na+] (NaBH(OAc)3). Run in CC(=O)O (HOAc), C(Cl)Cl (CH2Cl2). Product: ClC1=C(CNC2=C(N=C3N(C2=O)CCCN3CC(CC(C)C)O)C3=CC=NC=C3)C(=CC=C1)Cl (3-(2,6-Dichloro-benzylamino)-9-(2-hydroxy-4-methyl-pentyl)-2-pyridin-4-yl-6,7,8,9-tetrahydro-pyrimido[1,2-a]pyrimidin-4-one). Reaction SMILES: [NH2:1][C:2]1[C:7](=[O:8])[N:6]2[CH2:9][CH2:10][CH2:11][N:12]([CH2:13][CH:14]([OH:19])[CH2:15][CH:16]([CH3:18])[CH3:17])[C:5]2=[N:4][C:3]=1[C:20]1[CH:25]=[CH:24][N:23]=[CH:22][CH:21]=1.[Cl:26][C:27]1[CH:34]=[CH:33][CH:32]=[C:31]([Cl:35])[C:28]=1[CH:29]=O.[BH-](OC(C)=O)(OC(C)=O)OC(C)=O.[Na+]>CC(O)=O.C(Cl)Cl>[Cl:26][C:27]1[CH:34]=[CH:33][CH:32]=[C:31]([Cl:35])[C:28]=1[CH2:29][NH:1][C:2]1[C:7](=[O:8])[N:6]2[CH2:9][CH2:10][CH2:11][N:12]([CH2:13][CH:14]([OH:19])[CH2:15][CH:16]([CH3:18])[CH3:17])[C:5]2=[N:4][C:3]=1[C:20]1[CH:25]=[CH:24][N:23]=[CH:22][CH:21]=1 |f:2.3|. Procedure details: To a solution of 3-amino-9-(2-hydroxy-4-methyl-pentyl)-2-pyridin-4-yl-6,7,8,9-tetrahydro-pyrimido[1,2-a]pyrimidin-4-one (100 mg, 0.29 mmol) and 2,6-dichlorobenzaldehyde (130 mg, 0.74 mmol) in 1 mL each of HOAc and CH2Cl2 was added NaBH(OAc)3 (110 mg, 0.52 mmol). The mixture was stirred at 40° C. for 50 min before a second portion of NaBH(OAc)3 (110 mg) was added. After a total of 2 h, the mixture was quenched with NaHCO3 (5 g) in H2O (15 mL) slowly and was allowed to stir over night at room temp... Reactants: N#N (N2), BrC1=NC=CC(=C1)NC(C1=C(C=C(C=C1Cl)I)Cl)=O (N-(2-bromopyridin-4-yl)-2,6-dichloro-4-iodobenzamide), CC1(OB(OC1(C)C)C=C)C (4,4,5,5-tetramethyl-2-vinyl-1,3,2-dioxaborolane), C(=O)([O-])[O-].[Na+].[Na+] (Na2CO3), Pd2(PPh3)4. Solvent: C1CCOC1 (THF), O (water). Reaction conditions: temperature 80 celsius. The product is BrC1=NC=CC(=C1)NC(C1=C(C=C(C=C1Cl)C=C)Cl)=O (N-(2-bromopyridin-4-yl)-2,6-dichloro-4-vinylbenzamide). Isolated yield 92.4%. RXN SMILES: [Br:1][C:2]1[CH:7]=[C:6]([NH:8][C:9](=[O:19])[C:10]2[C:15]([Cl:16])=[CH:14][C:13](I)=[CH:12][C:11]=2[Cl:18])[CH:5]=[CH:4][N:3]=1.[CH3:20][C:21]1(C)C(C)(C)OB(C=C)O1.C([O-])([O-])=O.[Na+].[Na+].N#N>C1COCC1.O>[Br:1][C:2]1[CH:7]=[C:6]([NH:8][C:9](=[O:19])[C:10]2[C:15]([Cl:16])=[CH:14][C:13]([CH:20]=[CH2:21])=[CH:12][C:11]=2[Cl:18])[CH:5]=[CH:4][N:3]=1 |f:2.3.4|. Procedure details: To a solution of N-(2-bromopyridin-4-yl)-2,6-dichloro-4-iodobenzamide (3.0 g, 6.4 mmol) in THF (40 mL) was added 4,4,5,5-tetramethyl-2-vinyl-1,3,2-dioxaborolane (2.0 g, 12.8 mmol), 2M Na2CO3 (12 ml) and Pd2(PPh3)4 (222 mg, 0.19 mmol). The solution was degrassed with N2, and heated at 80° C. overnight. Then the reaction mixture was cooled to room temperature, poured into water (200 mL), and extracted with EtOAc (3×100 mL). The combined organic extracts were washed with brine (2×20 mL), dried over...